This data is from the Open Reaction Database (ORD), a public repository of structured organic reaction records. The task is: describe an organic reaction: reactants, conditions, products, and yield The reactants are O (water), C34H32N4O3, C(C)(C)(C)C1=CC=C(C=C1)C1=NN=C(O1)C=1C=C(C=CC1)C1=NN=C(O1)C=1C=C(C=CC1)O (3-(5-(3-(5-(4-tert-butylphenyl)-1,3,4-oxadiazol-2-yl)phenyl)-1,3,4-oxadiazol-2-yl)phenol), CC1=CC=C(C=C1)S(=O)(=O)OCC1C2C=CC(C1)C2 (bicyclo[2,2,1]hept-5-en-2-ylmethyl 4-methylbenzenesulfonate), C(=O)([O-])[O-].[Cs+].[Cs+] (Cs2CO3). The solvent is ClCCl.CO (dichloromethane methanol), CN(C)C=O (DMF). Reaction conditions: time 2 hour. The product is C12C(CC(C=C1)C2)COC=2C=C(C=CC2)C=2OC(=NN2)C2=CC(=CC=C2)C=2OC(=NN2)C2=CC=C(C=C2)C(C)(C)C (2-(3-(Bicyclo[2,2,1]hept-5en-2-ylmethoxy)phenyl)-5-(3-(5-(4-tert-butylphenyl)-1,3,4-oxadiazol-2-yl)phenyl)-1,3,4-oxadiazole). Reaction SMILES: [C:1]([C:5]1[CH:10]=[CH:9][C:8]([C:11]2[O:15][C:14]([C:16]3[CH:17]=[C:18]([C:22]4[O:26][C:25]([C:27]5[CH:28]=[C:29]([OH:33])[CH:30]=[CH:31][CH:32]=5)=[N:24][N:23]=4)[CH:19]=[CH:20][CH:21]=3)=[N:13][N:12]=2)=[CH:7][CH:6]=1)([CH3:4])([CH3:3])[CH3:2].CC1C=CC(S(O[CH2:45][CH:46]2[CH2:51][CH:50]3[CH2:52][CH:47]2[CH:48]=[CH:49]3)(=O)=O)=CC=1.C([O-])([O-])=O.[Cs+].[Cs+].O>CN(C=O)C.ClCCl.CO>[CH:47]12[CH2:52][CH:50]([CH:49]=[CH:48]1)[CH2:51][CH:46]2[CH2:45][O:33][C:29]1[CH:28]=[C:27]([C:25]2[O:26][C:22]([C:18]3[CH:19]=[CH:20][CH:21]=[C:16]([C:14]4[O:15][C:11]([C:8]5[CH:9]=[CH:10][C:5]([C:1]([CH3:4])([CH3:2])[CH3:3])=[CH:6][CH:7]=5)=[N:12][N:13]=4)[CH:17]=3)=[N:23][N:24]=2)[CH:32]=[CH:31][CH:30]=1 |f:2.3.4,7.8|. Procedure: To a solution of 3-(5-(3-(5-(4-tert-butylphenyl)-1,3,4-oxadiazol-2-yl)phenyl)-1,3,4-oxadiazol-2-yl)phenol (0.92 g, 2.10 mmol) and bicyclo[2,2,1]hept-5-en-2-ylmethyl 4-methylbenzenesulfonate (1.6 g, 5.75 mmol) in DMF (45.0 ml), was added Cs2CO3 (4.5 g, 13.81 mmol) at room temperature under nitrogen. The reaction was carried out at 100° C. for 2 hours. After cooling down to room temperature, water (100.0 ml) was added into the reaction mixture. A brown solid precipitate was collected by filtration... Reactants: COC1=CC=C(C=C1)C=1N=CNC1C1=CC=C(C=C1)OC (4,5-bis(4-methoxyphenyl)imidazole), C(C)O (ethanol). The product is COC=1C=CC2=C(C1)C1=CC(=CC=C1C=1NC=NC12)OC (6,9-Dimethoxy-1H-phenanthro[9,10-d]imidazole). As a reaction SMILES: [CH3:1][O:2][C:3]1[CH:8]=[CH:7][C:6]([C:9]2[N:10]=[CH:11][NH:12][C:13]=2[C:14]2[CH:19]=[CH:18][C:17]([O:20][CH3:21])=[CH:16][CH:15]=2)=[CH:5][CH:4]=1.C(O)C>>[CH3:1][O:2][C:3]1[CH:4]=[CH:5][C:6]2[C:9]3[N:10]=[CH:11][NH:12][C:13]=3[C:14]3[C:19](=[CH:18][C:17]([O:20][CH3:21])=[CH:16][CH:15]=3)[C:7]=2[CH:8]=1. Reported procedure: A solution of 4,5-bis(4-methoxyphenyl)imidazole in absolute ethanol[3.5 gms (0.0125 mole) in 800 ml absolute ethanol, 140 mg iodine as catalyst] was photolysed using a 450 watt Havovia lamp, and a Vycor filter for four hours. Reactants: CC=1OC(=C(N1)C)C (2,4,5-Trimethyloxazole), BrCC1=CC=C(C=C1)C(=O)O (α-bromo-p-toluic acid), C(C)#N (acetonitrile). Run in CC(=O)C (acetone). Yields the product [Br-].C(=O)(O)C1=CC=C(C[N+]2=C(OC(=C2C)C)C)C=C1 (3-(4-carboxybenzyl)-2,4,5-trimethyloxazolium bromide). Isolated yield 66.2%. As a reaction SMILES: [CH3:1][C:2]1[O:3][C:4]([CH3:8])=[C:5]([CH3:7])[N:6]=1.[Br:9][CH2:10][C:11]1[CH:16]=[CH:15][C:14]([C:17]([OH:19])=[O:18])=[CH:13][CH:12]=1.C(#N)C>CC(C)=O>[Br-:9].[C:17]([C:14]1[CH:15]=[CH:16][C:11]([CH2:10][N+:6]2[C:5]([CH3:7])=[C:4]([CH3:8])[O:3][C:2]=2[CH3:1])=[CH:12][CH:13]=1)([OH:19])=[O:18] |f:4.5|. Procedure details: 2,4,5-Trimethyloxazole (11.66 g), α-bromo-p-toluic acid (21.5 g), and dry acetonitrile (100 ml) were combined and refluxed for 14 hours under nitrogen with constant stirring. Upon cooling to room temperature, the reaction mixture solidified. The solid was diluted with 100 ml acetone and filtered. The collected solid was slurried in 400 ml refluxing acetone for 20 minutes and filtered while hot. The collected solid was again slurried in 400 ml refluxing acetone and filtered while hot. This solid ... Reactants: CCOC(=O)CBr, C1CCOC1, C[Si](C)(C)[N-][Si](C)(C)C, [Na+], O=C1NCCC1CCC1COCCO1. The product is CCOC(=O)CN1CCC(CCC2COCCO2)C1=O. Reaction SMILES: [Br:25][CH2:26][C:27](=[O:28])[O:29][CH2:30][CH3:31].[CH2:32]1[O:33][CH2:34][CH2:35][CH2:36]1.[CH3:16][Si:17]([N-:18][Si:19]([CH3:20])([CH3:21])[CH3:22])([CH3:23])[CH3:24].[Na+:15].[O:1]=[C:2]1[NH:3][CH2:4][CH2:5][CH:6]1[CH2:7][CH2:8][CH:9]1[CH2:10][O:11][CH2:12][CH2:13][O:14]1>>[O:1]=[C:2]1[N:3]([CH2:26][C:27](=[O:28])[O:29][CH2:30][CH3:31])[CH2:4][CH2:5][CH:6]1[CH2:7][CH2:8][CH:9]1[CH2:10][O:11][CH2:12][CH2:13][O:14]1. Starting materials: COC(=O)CC(C)=O, [Li]CCCC, CC(C)c1nc(-c2ccc(F)cc2)c(-c2ccc(F)cc2)n1C=CC=O, [H-], [Na+]. Yields the product COC(=O)CC(=O)CC(O)C=Cn1c(C(C)C)nc(-c2ccc(F)cc2)c1-c1ccc(F)cc1. Reaction SMILES: [C:27]([CH2:28][C:29](=[O:30])[CH3:31])(=[O:32])[O:33][CH3:34].[CH2:37]([Li:38])[CH2:39][CH2:40][CH3:41].[F:1][c:2]1[cH:3][cH:4][c:5](-[c:8]2[n:9][c:10]([CH:24]([CH3:25])[CH3:26])[n:11]([CH:20]=[CH:21][CH:22]=[O:23])[c:12]2-[c:13]2[cH:14][cH:15][c:16]([F:19])[cH:17][cH:18]2)[cH:6][cH:7]1.[H-:35].[Na+:36]>>[F:1][c:2]1[cH:3][cH:4][c:5](-[c:8]2[n:9][c:10]([CH:24]([CH3:25])[CH3:26])[n:11]([CH:20]=[CH:21][CH:22]([OH:23])[CH2:31][C:29]([CH2:28][C:27](=[O:32])[O:33][CH3:34])=[O:30])[c:12]2-[c:13]2[cH:14][cH:15][c:16]([F:19])[cH:17][cH:18]2)[cH:6][cH:7]1. Starting materials: Cc1nc[nH]c1CO, CN1CCCC1=O, CN1C(=O)NCC1C(=O)NCc1ccc(F)c(F)c1Cl, ClCCl, Cl, O, Cc1ccc(S(=O)(=O)O)cc1. The product is Cc1nc[nH]c1CN1CC(C(=O)NCc2ccc(F)c(F)c2Cl)N(C)C1=O. Reaction SMILES: [CH3:22][c:23]1[n:24][cH:25][nH:26][c:27]1[CH2:28][OH:29].[CH3:42][N:43]1[CH2:44][CH2:45][CH2:46][C:47]1=[O:48].[Cl:1][c:2]1[c:3]([CH2:10][NH:11][C:12](=[O:13])[CH:14]2[N:15]([CH3:20])[C:16](=[O:19])[NH:17][CH2:18]2)[cH:4][cH:5][c:6]([F:9])[c:7]1[F:8].[Cl:49][CH2:50][Cl:51].[ClH:21].[OH2:30].[c:31]1([CH3:32])[cH:33][cH:34][c:35]([S:36]([OH:37])(=[O:38])=[O:39])[cH:40][cH:41]1>>[Cl:1][c:2]1[c:3]([CH2:10][NH:11][C:12](=[O:13])[CH:14]2[N:15]([CH3:20])[C:16](=[O:19])[N:17]([CH2:28][c:27]3[c:23]([CH3:22])[n:24][cH:25][nH:26]3)[CH2:18]2)[cH:4][cH:5][c:6]([F:9])[c:7]1[F:8].